From a dataset of the Open Reaction Database (ORD), a public repository of structured organic reaction records. describe an organic reaction: reactants, conditions, products, and yield Reactants: Cc1oc(-c2ccc(Br)cc2)nc1CCOc1ccc(CCC(=O)OC(C)(C)C)c(CNC(=O)OC(C)C)c1, CC(C)(C)P(c1ccccc1-c1ccccc1)C(C)(C)C, Cc1ccccc1, [K+], [K+], [K+], CC(=O)[O-], CC(=O)[O-], Oc1ccccc1, O=P([O-])([O-])[O-], [Pd+2]. Yields the product Cc1oc(-c2ccc(Oc3ccccc3)cc2)nc1CCOc1ccc(CCC(=O)OC(C)(C)C)c(CNC(=O)OC(C)C)c1. Reaction SMILES: [C:1]([CH3:2])([CH3:3])([CH3:4])[O:5][C:6]([CH2:7][CH2:8][c:9]1[c:10]([CH2:31][NH:32][C:33](=[O:34])[O:35][CH:36]([CH3:37])[CH3:38])[cH:11][c:12]([O:15][CH2:16][CH2:17][c:18]2[n:19][c:20](-[c:24]3[cH:25][cH:26][c:27]([Br:30])[cH:28][cH:29]3)[o:21][c:22]2[CH3:23])[cH:13][cH:14]1)=[O:39].[C:55]([P:56]([C:57]([CH3:58])([CH3:59])[CH3:60])[c:61]1[cH:62][cH:63][cH:64][cH:65][c:66]1-[c:67]1[cH:68][cH:69][cH:70][cH:71][cH:72]1)([CH3:73])([CH3:74])[CH3:75].[CH3:76][c:77]1[cH:78][cH:79][cH:80][cH:81][cH:82]1.[K+:52].[K+:53].[K+:54].[O-:84][C:85]([CH3:86])=[O:87].[O-:88][C:89]([CH3:90])=[O:91].[OH:40][c:41]1[cH:42][cH:43][cH:44][cH:45][cH:46]1.[P:47]([O-:48])([O-:49])([O-:50])=[O:51].[Pd+2:83]>>[C:1]([CH3:2])([CH3:3])([CH3:4])[O:5][C:6]([CH2:7][CH2:8][c:9]1[c:10]([CH2:31][NH:32][C:33](=[O:34])[O:35][CH:36]([CH3:37])[CH3:38])[cH:11][c:12]([O:15][CH2:16][CH2:17][c:18]2[n:19][c:20](-[c:24]3[cH:25][cH:26][c:27]([O:40][c:41]4[cH:42][cH:43][cH:44][cH:45][cH:46]4)[cH:28][cH:29]3)[o:21][c:22]2[CH3:23])[cH:13][cH:14]1)=[O:39]. The reactants are C(C1=CC=CC=C1)OC1=C2OC=3C=C(C=CC3CC2=CC=C1)OC (5-Benzyloxy-3-methoxyxanthene), CN(CCCl)CCCl (N-methyldi-(2-chloroethyl)amine). Product: Cl.C(C1=CC=CC=C1)OC1=CC=CC2=C1OC1=CC(=CC=C1C21CCN(CC1)C)OC (4-benzyloxy-6-methoxy-1'-methylxanthene-9-spiro-4'-piperidine hydrochloride). RXN SMILES: [CH2:1]([O:8][C:9]1[CH:22]=[CH:21][CH:20]=[C:19]2[C:10]=1[O:11][C:12]1[CH:13]=[C:14]([O:23][CH3:24])[CH:15]=[CH:16][C:17]=1[CH2:18]2)[C:2]1[CH:7]=[CH:6][CH:5]=[CH:4][CH:3]=1.[CH3:25][N:26]([CH2:30][CH2:31]Cl)[CH2:27][CH2:28][Cl:29]>>[ClH:29].[CH2:1]([O:8][C:9]1[C:10]2[O:11][C:12]3[C:17]([C:18]4([CH2:31][CH2:30][N:26]([CH3:25])[CH2:27][CH2:28]4)[C:19]=2[CH:20]=[CH:21][CH:22]=1)=[CH:16][CH:15]=[C:14]([O:23][CH3:24])[CH:13]=3)[C:2]1[CH:3]=[CH:4][CH:5]=[CH:6][CH:7]=1 |f:2.3|. Procedure: 5-Benzyloxy-3-methoxyxanthene is reacted with N-methyldi-(2-chloroethyl)amine using the method described in Example 1 to give 4-benzyloxy-6-methoxy-1'-methylxanthene-9-spiro-4'-piperidine hydrochloride which is used without further purification.